From a dataset of the Open Reaction Database (ORD), a public repository of structured organic reaction records. describe an organic reaction: reactants, conditions, products, and yield Reactants: CN, Cc1ccc(N2CCN(CCCCc3ccc(C(=O)CCC(=O)O)cc3)CC2)cc1. Product: Cc1ccc(N2CCN(CCCCc3ccc(C4CCC(=O)N4C)cc3)CC2)cc1. RXN SMILES: [CH3:31][NH2:32].[O:1]=[C:2]([CH2:3][CH2:4][C:5](=[O:6])[OH:7])[c:8]1[cH:9][cH:10][c:11]([CH2:14][CH2:15][CH2:16][CH2:17][N:18]2[CH2:19][CH2:20][N:21]([c:24]3[cH:25][cH:26][c:27]([CH3:30])[cH:28][cH:29]3)[CH2:22][CH2:23]2)[cH:12][cH:13]1>>[CH:2]1([c:8]2[cH:9][cH:10][c:11]([CH2:14][CH2:15][CH2:16][CH2:17][N:18]3[CH2:19][CH2:20][N:21]([c:24]4[cH:25][cH:26][c:27]([CH3:30])[cH:28][cH:29]4)[CH2:22][CH2:23]3)[cH:12][cH:13]2)[CH2:3][CH2:4][C:5](=[O:7])[N:32]1[CH3:31].